Dataset: the Open Reaction Database (ORD), a public repository of structured organic reaction records. Task: describe an organic reaction: reactants, conditions, products, and yield Reactants: CC=1N(C2=C(N1)C(C1=C(C=C2)C=CC=C1)O)CC1=CC=C(C=C1)OC (2-Methyl-1-(4-methoxyphenylmethyl)-4H-benzo[5,6]cyclohepta[1,2-d]imidazol-4-ol), CN1C(=O)NC(=O)C=C1 (1-Methyluracil). The solvent is FC(C(=O)O)(F)F (trifluoroacetic acid). Run at time 5 day. Product: CN1C(NC(C(=C1)C1C2=C(C=CC3=C1N=C(N3)C)C=CC=C2)=O)=O ((±)-1-Methyl-5-(2-methyl-4H-benzo[5,6]cyclohepta[1,2-d]imidazol-4-yl)-2,4(1H,3H)-pyrimidinedione). RXN SMILES: [CH3:1][C:2]1[N:3](CC2C=CC(OC)=CC=2)[C:4]2[CH:11]=[CH:10][C:9]3[CH:12]=[CH:13][CH:14]=[CH:15][C:8]=3[CH:7](O)[C:5]=2[N:6]=1.[CH3:26][N:27]1[CH:34]=[CH:33][C:31](=[O:32])[NH:30][C:28]1=[O:29]>FC(F)(F)C(O)=O>[CH3:26][N:27]1[CH:34]=[C:33]([CH:7]2[C:5]3[N:6]=[C:2]([CH3:1])[NH:3][C:4]=3[CH:11]=[CH:10][C:9]3[CH:12]=[CH:13][CH:14]=[CH:15][C:8]2=3)[C:31](=[O:32])[NH:30][C:28]1=[O:29]. Reported procedure: A stirred solution of the product from step (iii) (0.819 g) in trifluoroacetic acid (20 ml) was heated at reflux for 1 h. 1-Methyluracil (0.311 g) was added and the reflux continued for 5 days. The solvent was evaporated under reduced pressure. The residue was purified by chromatography eluting with 10% methanol in dichloromethane to give the subtitle product as pale green glass. Starting materials: CN(C)C=O, ClC(Cl)Cl, O=c1[nH]c(-c2ccccc2F)nc2ccccc12, O=S(Cl)Cl. The product is Fc1ccccc1-c1nc(Cl)c2ccccc2n1. RXN SMILES: [CH3:23][N:24]([CH3:25])[CH:26]=[O:27].[CH:28]([Cl:29])([Cl:30])[Cl:31].[F:1][c:2]1[c:3](-[c:8]2[n:9][c:10]3[cH:11][cH:12][cH:13][cH:14][c:15]3[c:16](=[O:18])[nH:17]2)[cH:4][cH:5][cH:6][cH:7]1.[S:19]([Cl:20])([Cl:21])=[O:22]>>[F:1][c:2]1[c:3](-[c:8]2[n:9][c:10]3[cH:11][cH:12][cH:13][cH:14][c:15]3[c:16]([Cl:21])[n:17]2)[cH:4][cH:5][cH:6][cH:7]1. The reactants are ClC1=C(C(=NC=C1)N1C(C2=CC=3CC(CC3N2CC1)(C)C)=O)C=O (4-Chloro-2-{4,4-dimethyl-9-oxo-1,10-diazatricyclo[6.4.0.02,6]dodeca-2(6),7-dien-10-yl}pyridine-3-carbaldehyde), NaH2PO4, O (water), CC(C)=CC (2-methyl-2-butene), [O-]Cl=O.[Na+] (NaClO2). Solvent: ClCCl (dichloromethane), C(C)(C)(C)O (tert-butyl alcohol). Conditions: temperature -10 celsius, time 8 hour. Product: ClC1=C(C(=NC=C1)N1C(C2=CC=3CC(CC3N2CC1)(C)C)=O)C(=O)O (4-Chloro-2-{4,4-dimethyl-9-oxo-1,10-diazatricyclo-[6.4.0.02,6]dodeca-2(6),7-dien-10-yl}pyridine-3-carboxylic Acid). Isolated yield 60.0%. Reaction SMILES: [Cl:1][C:2]1[CH:7]=[CH:6][N:5]=[C:4]([N:8]2[CH2:19][CH2:18][N:17]3[C:10](=[CH:11][C:12]4[CH2:13][C:14]([CH3:21])([CH3:20])[CH2:15][C:16]=43)[C:9]2=[O:22])[C:3]=1[CH:23]=[O:24].CC(=CC)C.[O-:30]Cl=O.[Na+].O>ClCCl.C(O)(C)(C)C>[Cl:1][C:2]1[CH:7]=[CH:6][N:5]=[C:4]([N:8]2[CH2:19][CH2:18][N:17]3[C:10](=[CH:11][C:12]4[CH2:13][C:14]([CH3:21])([CH3:20])[CH2:15][C:16]=43)[C:9]2=[O:22])[C:3]=1[C:23]([OH:30])=[O:24] |f:2.3|. Procedure details: To a mixture of 4-chloro-2-{4,4-dimethyl-9-oxo-1,10-diazatricyclo[6.4.0.02,6]dodeca-2(6),7-dien-10-yl}pyridine-3-carbaldehyde 108a (500 mg, 1.46 mmol), tert-butyl alcohol (20 mL), and dichloromethane (5 mL) was added 2-methyl-2-butene (3066 mg, 43.8 mmol). An aqueous solution (8 mL) of NaClO2 (263 mg, 2.92 mmol) and NaH2PO4.2 water (683 mg, 4.38 mmol) was added dropwise at −10° C. and the reaction mixture was stirred at −10° C. for overnight. It was concentrated under reduced pressure and the re... Procedure: 4.3 g (12.37 mmol) of t-butyl [2-(5-phenyl-4-thiazolecarboxamido)ethyl]carbamate were dissolved in 10 ml of methylene chloride, treated with 5.0 ml of trifluoro-acetic acid and stirred at 20° for 16 hours and at 60° for 1 hour. Subsequently, the mixture was concentrated under reduced pressure. The residue was dissolved in 10 ml of ethanol, treated with 3 ml of 17.5% (w/v) ethanolic hydro-chloric acid and evaporated. The residue was recrystallized from methanol, whereby 3.3 g (94%) of N-(2-aminoe... Starting materials: C1(=CC=CC=C1)C1=C(N=CS1)C(=O)NCCNC(OC(C)(C)C)=O (t-butyl [2-(5-phenyl-4-thiazolecarboxamido)ethyl]carbamate), C(Cl)Cl (methylene chloride), FC(C(=O)O)(F)F (trifluoro-acetic acid). Product: Cl.NCCNC(=O)C=1N=CSC1C1=CC=CC=C1 (N-(2-aminoethyl)-5-phenyl-4-thiazolecarboxamide hydrochloride). Reaction SMILES: [C:1]1([C:7]2[S:11][CH:10]=[N:9][C:8]=2[C:12]([NH:14][CH2:15][CH2:16][NH:17]C(=O)OC(C)(C)C)=[O:13])[CH:6]=[CH:5][CH:4]=[CH:3][CH:2]=1.FC(F)(F)C(O)=O.C(Cl)[Cl:33]>>[ClH:33].[NH2:17][CH2:16][CH2:15][NH:14][C:12]([C:8]1[N:9]=[CH:10][S:11][C:7]=1[C:1]1[CH:6]=[CH:5][CH:4]=[CH:3][CH:2]=1)=[O:13] |f:3.4|. Run at time 1 hour. Isolated yield 94.0%. Starting materials: Cl.OCC=1C=C(C(=NC1)C)O (5-hydroxymethyl-2-methyl-3-pyridinol hydrochloride), C(C1=CC=C(C=C1)OC)(=O)Cl (p-anisoyl chloride), ice water. Run in N1=CC=CC=C1 (pyridine). Product: OCC=1C=C(C(=NC1)C)OC(C1=CC=C(C=C1)OC)=O (5-Hydroxymethyl-3-(p-methoxybenzoyloxy)-2-methylpyridine). As a reaction SMILES: Cl.[OH:2][CH2:3][C:4]1[CH:5]=[C:6]([OH:11])[C:7]([CH3:10])=[N:8][CH:9]=1.[C:12](Cl)(=[O:21])[C:13]1[CH:18]=[CH:17][C:16]([O:19][CH3:20])=[CH:15][CH:14]=1>N1C=CC=CC=1>[OH:2][CH2:3][C:4]1[CH:5]=[C:6]([O:11][C:12](=[O:21])[C:13]2[CH:18]=[CH:17][C:16]([O:19][CH3:20])=[CH:15][CH:14]=2)[C:7]([CH3:10])=[N:8][CH:9]=1 |f:0.1|. Reaction conditions: time 8 hour. Reported procedure: To a solution of 0.9 g. of 5-hydroxymethyl-2-methyl-3-pyridinol hydrochloride in 5 ml. of anhydrous pyridine was added 0.86 g. of p-anisoyl chloride dropwise under cooling. After standing overnight the resulting mixture was poured into ice water and extracted with chloroform. The reactants are CN(/C=C/C(=O)C1=NN(C=CC1=O)C1=CC=C(C=C1)OC(F)(F)F)C (3-((E)-3-Dimethylamino-acryloyl)-1-(4-trifluoromethoxy-phenyl)-1H-pyridazin-4-one), C1(=CC=CC=C1)NN (phenylhydrazine). Product: C1(=CC=CC=C1)N1N=CC=C1C1=NN(C=CC1=O)C1=CC=C(C=C1)OC(F)(F)F (3-(2-Phenyl-2H-pyrazol-3-yl)-1-(4-trifluoromethoxy-phenyl)-1H-pyridazin-4-one). Yield: 64.0%. Reaction SMILES: C[N:2](C)/[CH:3]=[CH:4]/[C:5]([C:7]1[C:12](=[O:13])[CH:11]=[CH:10][N:9]([C:14]2[CH:19]=[CH:18][C:17]([O:20][C:21]([F:24])([F:23])[F:22])=[CH:16][CH:15]=2)[N:8]=1)=O.[C:26]1([NH:32]N)[CH:31]=[CH:30][CH:29]=[CH:28][CH:27]=1>>[C:26]1([N:32]2[C:5]([C:7]3[C:12](=[O:13])[CH:11]=[CH:10][N:9]([C:14]4[CH:15]=[CH:16][C:17]([O:20][C:21]([F:23])([F:24])[F:22])=[CH:18][CH:19]=4)[N:8]=3)=[CH:4][CH:3]=[N:2]2)[CH:31]=[CH:30][CH:29]=[CH:28][CH:27]=1. Procedure details: The product was obtained starting from 3-((E)-3-Dimethylamino-acryloyl)-1-(4-trifluoromethoxy-phenyl)-1H-pyridazin-4-one (A-8) and phenylhydrazine according to the method described for Example 1 in 64% yield. MS: M=399.1 (M+H)+ RXN SMILES: [OH:1][CH2:2][CH:3](/[CH:15]=[CH:16]/[P:17]([O:23]C(C)C)([O:19]C(C)C)=[O:18])[CH2:4][N:5]1[CH:13]=[N:12][C:11]2[C:6]1=[N:7][CH:8]=[N:9][C:10]=2[NH2:14].Br[Si](C)(C)C>CN(C)C=O>[OH:1][CH2:2][CH:3](/[CH:15]=[CH:16]/[P:17]([OH:19])([OH:23])=[O:18])[CH2:4][N:5]1[CH:13]=[N:12][C:11]2[C:6]1=[N:7][CH:8]=[N:9][C:10]=2[NH2:14]. Starting materials: OCC(CN1C2=NC=NC(=C2N=C1)N)\C=C\P(=O)(OC(C)C)OC(C)C ((E)-9-[2-hydroxymethyl-4-(diisopropoxyphosphoryl)but-3-enyl]adenine), Br[Si](C)(C)C (bromotrimethylsilane). Yields the product OCC(CN1C2=NC=NC(=C2N=C1)N)\C=C\P(=O)(O)O ((E)-9-(2-hydroxymethyl-4-phosphonobut-3-enyl)adenine). Yield: 40.6%. Reported procedure: A solution of (E)-9-[2-hydroxymethyl-4-(diisopropoxyphosphoryl)but-3-enyl]adenine (107 mg, 280 μmol) and bromotrimethylsilane (0.86 g, 5.61 mmol) in N,N-dimethylformamide (5 ml) was stirred at room temperature under dry nitrogen for 18 h. The solvent was removed and the residue azetroped with methanol (×3). The residue was purified by column chromatography on reverse phase silica gel eluting with water to give (E)-9-(2-hydroxymethyl-4-phosphonobut-3-enyl)adenine as a white solid (34 mg, 40%), m.... The solvent is CN(C=O)C (N,N-dimethylformamide). Reactants: resultant solution, CI (methyl iodide), O (water), ClC=1C=C(C2=C(NC(C(O2)C)=O)C1)C(=O)OC (methyl 6-chloro-3,4-dihydro-2-methyl-3-oxo-2H-1,4-benzoxazine-8-carboxylate), CC(C)([O-])C.[K+] (potassium t-butoxide). The solvent is CN(C=O)C (dimethylformamide), CN(C=O)C (dimethylformamide). Run at time 30 minute. Yields the product ClC=1C=C(C2=C(N(C(C(O2)C)=O)C)C1)C(=O)OC (methyl 6-chloro-3,4-dihydro-2,4-dimethyl-3-oxo-2H-1,4-benzoxazine-8-carboxylate). Yield: 99.7%. As a reaction SMILES: [Cl:1][C:2]1[CH:3]=[C:4]([C:14]([O:16][CH3:17])=[O:15])[C:5]2[O:10][CH:9]([CH3:11])[C:8](=[O:12])[NH:7][C:6]=2[CH:13]=1.[CH3:18]C(C)([O-])C.[K+].CI.O>CN(C)C=O>[Cl:1][C:2]1[CH:3]=[C:4]([C:14]([O:16][CH3:17])=[O:15])[C:5]2[O:10][CH:9]([CH3:11])[C:8](=[O:12])[N:7]([CH3:18])[C:6]=2[CH:13]=1 |f:1.2|. Reported procedure: To a solution of 4.85 g of methyl 6-chloro-3,4-dihydro-2-methyl-3-oxo-2H-1,4-benzoxazine-8-carboxylate in 30 ml of dimethylformamide is added 2.7 g of potassium t-butoxide and solution stirred at room temperature for 30 minutes. To the resultant solution is added dropwise a solution of 3.4 g of methyl iodide in 10 ml of dimethylformamide under stirring. After the reaction solution is stirred for 1.5 hours, 200 ml of water is added thereto. The insoluble substance is collected by filtration, wash... Reactants: CC1(OC2=C(C(=CC(=C2)C(C)C(CCCCC)C)O)C=2C1=CC=NC2)C (5,5-dimethyl-10-hydroxy-8-(3-methyl-2-octyl)-5H-[1]benzopyrano[3,4-d]pyridine), Cl.CC1N(CCCC1)CCCC(=O)O (γ-(2-methylpiperidino)butyric acid hydrochloride), C1(CCCCC1)N=C=NC1CCCCC1 (dicyclohexyl carbodiimide). The product is Cl.CC1(OC2=C(C(=CC(=C2)C(C)C(CCCCC)C)OC(CCCN2C(CCCC2)C)=O)C=2C1=CC=NC2)C (5,5-Dimethyl-8-(3-methyl-2-octyl)-10-[4-(2-methylpiperidino)butyryloxy]-5H-[1]benzopyrano[3,4-d]pyridine hydrochloride). RXN SMILES: [CH3:1][C:2]1([CH3:26])[C:21]2=[CH:22][CH:23]=[N:24][CH:25]=[C:20]2[C:5]2[C:6]([OH:19])=[CH:7][C:8]([CH:10]([CH:12]([CH3:18])[CH2:13][CH2:14][CH2:15][CH2:16][CH3:17])[CH3:11])=[CH:9][C:4]=2[O:3]1.[ClH:27].[CH3:28][CH:29]1[CH2:34][CH2:33][CH2:32][CH2:31][N:30]1[CH2:35][CH2:36][CH2:37][C:38](O)=[O:39].C1(N=C=NC2CCCCC2)CCCCC1>>[ClH:27].[CH3:26][C:2]1([CH3:1])[C:21]2=[CH:22][CH:23]=[N:24][CH:25]=[C:20]2[C:5]2[C:6]([O:19][C:38](=[O:39])[CH2:37][CH2:36][CH2:35][N:30]3[CH2:31][CH2:32][CH2:33][CH2:34][CH:29]3[CH3:28])=[CH:7][C:8]([CH:10]([CH:12]([CH3:18])[CH2:13][CH2:14][CH2:15][CH2:16][CH3:17])[CH3:11])=[CH:9][C:4]=2[O:3]1 |f:1.2,4.5|. Reported procedure: 5,5-Dimethyl-8-(3-methyl-2-octyl)-10-[4-(2-methylpiperidino)butyryloxy]-5H-[1]benzopyrano[3,4-d]pyridine hydrochloride is prepared according to the method of Example 29 by reacting equimolar quantities of 5,5-dimethyl-10-hydroxy-8-(3-methyl-2-octyl)-5H-[1]benzopyrano[3,4-d]pyridine and γ-(2-methylpiperidino)butyric acid hydrochloride in the presence of dicyclohexyl carbodiimide. Starting materials: C(C)(=O)OCCOC1=CC=C(C=C1)C=1NC(=C(N1)C(=O)NC=1SC=CN1)C1=CC=C(C=C1)OC (2-(4-(2-Acetoxyethyloxy)phenyl)-5-(4-methoxyphenyl)-N-(2-thiazolyl)imidazole-4-carboxamide), [OH-].[Na+] (sodium hydroxide). The product is OCCOC1=CC=C(C=C1)C=1NC(=C(N1)C(=O)NC=1SC=CN1)C1=CC=C(C=C1)OC (2-(4-(2-hydroxyethyloxy)phenyl)-5-(4-methoxyphenyl)-N-(2-thiazolyl)imidazole-4-carboxamide). Reaction SMILES: C([O:4][CH2:5][CH2:6][O:7][C:8]1[CH:13]=[CH:12][C:11]([C:14]2[NH:15][C:16]([C:27]3[CH:32]=[CH:31][C:30]([O:33][CH3:34])=[CH:29][CH:28]=3)=[C:17]([C:19]([NH:21][C:22]3[S:23][CH:24]=[CH:25][N:26]=3)=[O:20])[N:18]=2)=[CH:10][CH:9]=1)(=O)C.[OH-].[Na+]>>[OH:4][CH2:5][CH2:6][O:7][C:8]1[CH:9]=[CH:10][C:11]([C:14]2[NH:15][C:16]([C:27]3[CH:28]=[CH:29][C:30]([O:33][CH3:34])=[CH:31][CH:32]=3)=[C:17]([C:19]([NH:21][C:22]3[S:23][CH:24]=[CH:25][N:26]=3)=[O:20])[N:18]=2)=[CH:12][CH:13]=1 |f:1.2|. Reported procedure: 2-(4-(2-Acetoxyethyloxy)phenyl)-5-(4-methoxyphenyl)-N-(2-thiazolyl)imidazole-4-carboxamide is hydrolyzed with sodium hydroxide to give 2-(4-(2-hydroxyethyloxy)phenyl)-5-(4-methoxyphenyl)-N-(2-thiazolyl)imidazole-4-carboxamide.